The task is: describe an organic reaction: reactants, conditions, products, and yield. This data is from the Open Reaction Database (ORD), a public repository of structured organic reaction records. Reactants: C(C)(=O)OC[C@H]1O[C@H]([C@@H]([C@H]([C@@H]1OC(C)=O)OC(C)=O)OC(C)=O)N1C=C(C2=C(C=CC=C12)C)C(C1=CC=C(C=C1)OCCCOCC1=CC=CC=C1)=O ([(2R,3R,4S,5R,6R)-3,4,5-triacetoxy-6-[3-[4-(3-benzyloxypropoxy)benzoyl]-4-methyl-indol-1-yl]tetrahydropyran-2-yl]methyl acetate), C1CCOC1 (THF), Cl (HCl), [BH4-].[Na+] (sodium tetrahydroborate). The solvent is C(C)O (ethanol), O (water), ClCCl (dichloromethane). Yields the product C(C1=CC=CC=C1)OCCCOC1=CC=C(C=C1)C(C1=CN(C2=CC=CC(=C12)C)[C@@H]1O[C@@H]([C@H]([C@@H]([C@H]1O)O)O)CO)O ((2R,3R,4S,5S,6R)-2-[3-[[4-(3-benzyloxypropoxy)phenyl]-hydroxy-methyl]-4-methyl-indol-1-yl]-6-(hydroxymethyl)tetrahydropyran-3,4,5-triol). RXN SMILES: C([O:4][CH2:5][C@@H:6]1[C@@H:11]([O:12]C(=O)C)[C@H:10]([O:16]C(=O)C)[C@@H:9]([O:20]C(=O)C)[C@H:8]([N:24]2[C:32]3[C:27](=[C:28]([CH3:33])[CH:29]=[CH:30][CH:31]=3)[C:26]([C:34](=[O:53])[C:35]3[CH:40]=[CH:39][C:38]([O:41][CH2:42][CH2:43][CH2:44][O:45][CH2:46][C:47]4[CH:52]=[CH:51][CH:50]=[CH:49][CH:48]=4)=[CH:37][CH:36]=3)=[CH:25]2)[O:7]1)(=O)C.C1COCC1.[BH4-].[Na+].Cl>O.ClCCl.C(O)C>[CH2:46]([O:45][CH2:44][CH2:43][CH2:42][O:41][C:38]1[CH:37]=[CH:36][C:35]([CH:34]([OH:53])[C:26]2[C:27]3[C:32](=[CH:31][CH:30]=[CH:29][C:28]=3[CH3:33])[N:24]([C@H:8]3[C@H:9]([OH:20])[C@@H:10]([OH:16])[C@H:11]([OH:12])[C@@H:6]([CH2:5][OH:4])[O:7]3)[CH:25]=2)=[CH:40][CH:39]=1)[C:47]1[CH:52]=[CH:51][CH:50]=[CH:49][CH:48]=1 |f:2.3|. Procedure details: To a 0.5 L stirred round bottom flask, purged with nitrogen, charge [(2R,3R,4S,5R,6R)-3,4,5-triacetoxy-6-[3-[4-(3-benzyloxypropoxy)benzoyl]-4-methyl-indol-1-yl]tetrahydropyran-2-yl]methyl acetate (12.33 mmol), THF (50 mL), and ethanol (100 mL). Add sodium tetrahydroborate (37.0 mmol) and stir at room temperature for 6 hours. Acidify by dropwise addition of 5N HCl then dilute with water (200 mL) and dichloromethane (200 mL). Separate the organics and wash with brine (200 mL). Dry over sodium sulp...